From a dataset of the Open Reaction Database (ORD), a public repository of structured organic reaction records. describe an organic reaction: reactants, conditions, products, and yield Starting materials: Cc1ccccc1, CC(C)CCCC1(C)OC1CO, CNCCO. The product is CC(C)CCCC(C)(O)C(CO)N(C)CCO. As a reaction SMILES: [CH3:18][c:19]1[cH:20][cH:21][cH:22][cH:23][cH:24]1.[O:1]1[CH:2]([CH2:3][OH:4])[C:5]1([CH2:6][CH2:7][CH2:8][CH:9]([CH3:10])[CH3:11])[CH3:12].[OH:13][CH2:14][CH2:15][NH:16][CH3:17]>>[OH:1][C:5]([CH:2]([CH2:3][OH:4])[N:16]([CH2:15][CH2:14][OH:13])[CH3:17])([CH2:6][CH2:7][CH2:8][CH:9]([CH3:10])[CH3:11])[CH3:12]. Starting materials: C(C)OC(CBr)OCC (Bromoacetaldehyde diethylacetal), CC=1C=C(C=C(C1CCS(=O)(=O)N1CCC2(C(NC(=N2)C2CCC(CC2)C)=O)CC1)C)N(C(=S)N)C (1-(3,5-dimethyl-4-{2-[2-(4-methyl-cyclohexyl)-4-oxo-1,3,8-triaza-spiro[4.5]dec-1-ene-8-sulfonyl]-ethyl}-phenyl)-1-methyl-thiourea). The solvent is C(C)(=O)O (acetic acid). Yields the product CC1=C(C(=CC(=C1)N(C=1SC=CN1)C)C)CCS(=O)(=O)N1CCC2(C(NC(=N2)C2CCC(CC2)C)=O)CC1 (8-{2-[2,6-Dimethyl-4-(methyl-thiazol-2-yl-amino)-phenyl]-ethanesulfonyl}-2-(4-methyl-cyclohexyl)-1,3,8-triaza-spiro[4.5]dec-1-en-4-one). Isolated yield 6.8%. As a reaction SMILES: [CH2:1](OC(OCC)CBr)[CH3:2].[CH3:10][C:11]1[CH:12]=[C:13]([N:41]([CH3:45])[C:42]([NH2:44])=[S:43])[CH:14]=[C:15]([CH3:40])[C:16]=1[CH2:17][CH2:18][S:19]([N:22]1[CH2:39][CH2:38][C:25]2([N:29]=[C:28]([CH:30]3[CH2:35][CH2:34][CH:33]([CH3:36])[CH2:32][CH2:31]3)[NH:27][C:26]2=[O:37])[CH2:24][CH2:23]1)(=[O:21])=[O:20]>C(O)(=O)C>[CH3:10][C:11]1[CH:12]=[C:13]([N:41]([CH3:45])[C:42]2[S:43][CH:1]=[CH:2][N:44]=2)[CH:14]=[C:15]([CH3:40])[C:16]=1[CH2:17][CH2:18][S:19]([N:22]1[CH2:39][CH2:38][C:25]2([N:29]=[C:28]([CH:30]3[CH2:31][CH2:32][CH:33]([CH3:36])[CH2:34][CH2:35]3)[NH:27][C:26]2=[O:37])[CH2:24][CH2:23]1)(=[O:20])=[O:21]. Procedure: Bromoacetaldehyde diethylacetal (44.2 mg, 0.224 mmol) was added to a solution of 1-(3,5-dimethyl-4-{2-[2-(4-methyl-cyclohexyl)-4-oxo-1,3,8-triaza-spiro[4.5]dec-1-ene-8-sulfonyl]-ethyl}-phenyl)-1-methyl-thiourea (100 mg, 0.187 mmol) in acetic acid (2 ml) in a nitrogen stream. The mixture was heated under reflux for two hours and then concentrated under reduced pressure. The resulting residue was diluted with dichloromethane, and the organic layer was then sequentially washed with a saturated aque... Reactants: ClC1=C(C#N)C=CC(=C1C)N[C@H]([C@H](C)O)C=1OC(=NN1)C1=CC=CC=C1 (2-chloro-4-((1R,2S)-2-hydroxy-1-(5-phenyl-1,3,4-oxadiazol-2-yl)propylamino)-3-methylbenzonitrile), CCCC(=O)Cl (n-butyryl chloride). Solvent: N1=CC=CC=C1 (pyridine), C(Cl)Cl (CH2Cl2). Run at time 60 hour. The product is C(CCC)(=O)O[C@H]([C@H](C=1OC(=NN1)C1=CC=CC=C1)NC1=C(C(=C(C=C1)C#N)Cl)C)C ((1R,2S)-1-(3-chloro-4-cyano-2-methylphenylamino)-1-(5-phenyl-1,3,4-oxadiazol-2-yl)propan-2-yl butyrate). The yield is 97.5%. RXN SMILES: [Cl:1][C:2]1[C:9]([CH3:10])=[C:8]([NH:11][C@@H:12]([C:16]2[O:17][C:18]([C:21]3[CH:26]=[CH:25][CH:24]=[CH:23][CH:22]=3)=[N:19][N:20]=2)[C@@H:13]([OH:15])[CH3:14])[CH:7]=[CH:6][C:3]=1[C:4]#[N:5].[CH3:27][CH2:28][CH2:29][C:30](Cl)=[O:31]>N1C=CC=CC=1.C(Cl)Cl>[C:30]([O:15][C@@H:13]([CH3:14])[C@@H:12]([NH:11][C:8]1[CH:7]=[CH:6][C:3]([C:4]#[N:5])=[C:2]([Cl:1])[C:9]=1[CH3:10])[C:16]1[O:17][C:18]([C:21]2[CH:26]=[CH:25][CH:24]=[CH:23][CH:22]=2)=[N:19][N:20]=1)(=[O:31])[CH2:29][CH2:28][CH3:27]. Procedure details: To a solution of 2-chloro-4-((1R,2S)-2-hydroxy-1-(5-phenyl-1,3,4-oxadiazol-2-yl)propylamino)-3-methylbenzonitrile (200 mg, 0.54 mmol) in pyridine (1.0 mL) and CH2Cl2 (7.0 mL) was added n-butyryl chloride (84 μL, 0.81 mmol). Upon complete addition the reaction mixture was stirred for 60 h, then quenched with 10% aqueous HCl (10 mL). The mixture was partitioned between H2O (25 mL) and CH2Cl2 (30 mL). The aqueous layer was extracted with CH2Cl2 (25 mL). The combined organic extracts were washed wit...